From a dataset of the Open Reaction Database (ORD), a public repository of structured organic reaction records. describe an organic reaction: reactants, conditions, products, and yield As a reaction SMILES: [S:1]1[CH2:5][CH2:4][N:3]=[C:2]1[NH:6][CH:7]([C:17]1[CH:22]=[CH:21][CH:20]=[C:19]([Cl:23])[C:18]=1[Cl:24])[CH2:8][C:9]1[CH:14]=[C:13]([CH3:15])[CH:12]=[C:11]([CH3:16])[CH:10]=1.C([O-])(C)(C)C.[K+].Br[CH2:32][CH2:33][CH2:34][O:35][CH:36]1[CH2:41][CH2:40][CH2:39][CH2:38][O:37]1>O1CCCC1>[O:37]1[CH2:38][CH2:39][CH2:40][CH2:41][CH:36]1[O:35][CH2:34][CH2:33][CH2:32][N:3]1[CH2:4][CH2:5][S:1][C:2]1=[N:6][CH:7]([C:17]1[CH:22]=[CH:21][CH:20]=[C:19]([Cl:23])[C:18]=1[Cl:24])[CH2:8][C:9]1[CH:10]=[C:11]([CH3:16])[CH:12]=[C:13]([CH3:15])[CH:14]=1 |f:1.2|. Procedure: A mixture of 1-(4,5-dihydrothiazol-2-yl)amino-1-(2,3-dichlorophenyl)-2-(3,5-dimethylphenyl)-ethane (300 mg), potassium tert.-butanolate and tetrahydrofuran (THF, 10 ml) was treated at room temperature with 2-(3-bromo-propoxy)-tetrahydropyran (210 mg) for 3 days. Aqueous work-up by dilution in ethyl acetate, washing with an aqueous potassium carbonate solution (5% strength) and water and drying over sodium sulphate yielded a crude product that was purified by column chromatography over silica gel... Solvent: O1CCCC1 (tetrahydrofuran). Product: O1C(CCCC1)OCCCN1C(SCC1)=NC(CC1=CC(=CC(=C1)C)C)C1=C(C(=CC=C1)Cl)Cl (1-{3-[3-(tetrahydropyran-2-yloxy)propyl]thiazolidin-2-ylidene}amino-1-(2,3-dichlorophenyl)-2-(3,5-dimethylphenyl)-ethane). The reactants are S1C(=NCC1)NC(CC1=CC(=CC(=C1)C)C)C1=C(C(=CC=C1)Cl)Cl (1-(4,5-dihydrothiazol-2-yl)amino-1-(2,3-dichlorophenyl)-2-(3,5-dimethylphenyl)-ethane), C(C)(C)(C)[O-].[K+] (potassium tert.-butanolate), BrCCCOC1OCCCC1 (2-(3-bromo-propoxy)-tetrahydropyran). The yield is 48.5%. Starting materials: ester, C1(=CC=CC=2C(C3=CC=CC=C3C(C12)=O)=O)CC(=O)O (anthraquinone-acetic acid), N (NH3). Reaction SMILES: [C:1]1([CH2:17][C:18]([OH:20])=O)[C:14]2[C:13](=[O:15])[C:12]3[C:7](=[CH:8][CH:9]=[CH:10][CH:11]=3)[C:6](=[O:16])[C:5]=2[CH:4]=[CH:3][CH:2]=1.[NH3:21]>>[C:1]1([CH2:17][C:18]([NH2:21])=[O:20])[C:14]2[C:13](=[O:15])[C:12]3[C:7](=[CH:8][CH:9]=[CH:10][CH:11]=3)[C:6](=[O:16])[C:5]=2[CH:4]=[CH:3][CH:2]=1. Reported procedure: Under the stated conditions, the ester of anthraquinone-acetic acid reacts with the NH3 to form, directly, the 1-aza-2-hydroxybenzanthrone, without the necessity of isolating the intermediate product 1-anthraquinone acetamide. Yields the product 1-aza-2-hydroxybenzanthrone, C1(=CC=CC=2C(C3=CC=CC=C3C(C12)=O)=O)CC(=O)N (1-anthraquinone acetamide).